From a dataset of the Open Reaction Database (ORD), a public repository of structured organic reaction records. describe an organic reaction: reactants, conditions, products, and yield Reactants: [BH3-]C#N, C1CCOC1, CC(=O)O, CCO, [Na+], O, CCOC(=O)C1=C(NCc2ccccc2)CCC2(C1)OCCO2. Yields the product CCOC(=O)C1CC2(CCC1NCc1ccccc1)OCCO2. As a reaction SMILES: [C:31]([BH3-:32])#[N:33].[CH2:35]1[O:36][CH2:37][CH2:38][CH2:39]1.[CH3:24][C:25](=[O:26])[OH:27].[CH3:28][CH2:29][OH:30].[Na+:34].[OH2:40].[c:1]1([CH2:7][NH:8][C:9]2=[C:10]([C:19](=[O:20])[O:21][CH2:22][CH3:23])[CH2:11][C:12]3([O:13][CH2:14][CH2:15][O:16]3)[CH2:17][CH2:18]2)[cH:2][cH:3][cH:4][cH:5][cH:6]1>>[c:1]1([CH2:7][NH:8][CH:9]2[CH:10]([C:19](=[O:20])[O:21][CH2:22][CH3:23])[CH2:11][C:12]3([O:13][CH2:14][CH2:15][O:16]3)[CH2:17][CH2:18]2)[cH:2][cH:3][cH:4][cH:5][cH:6]1. Reactants: C1(C2=C(C(=O)O1)CCCC2)=O (3,4,5,6-tetrahydrophthalic acid anhydride), C[Si](C)(C)N(C=1C=C(C=CC1)[Mg]Cl)[Si](C)(C)C (3-(bis(trimethylsilyl)amino)phenylmagnesium chloride), O1CCCC1 (tetrahydrofuran), O1CCCC1 (tetrahydrofuran), S(=O)(=O)([O-])[O-].[Mg+2] (magnesium sulfate), S(=O)(Cl)Cl (Thionyl chloride), [Cl-].[NH4+] (ammonium chloride). The solvent is CO (methanol). Run at time 1.5 hour. Product: NC=1C=C(C=CC1)C1(OC(C2=C1CCCC2)=O)OC (3-(3-aminophenyl)-3-methoxy-4,5,6,7-tetrahydro-2-benzofuran-1(3H)-one). RXN SMILES: [C:1]1(=[O:11])[O:6][C:4](=[O:5])[C:3]2[CH2:7][CH2:8][CH2:9][CH2:10][C:2]1=2.C[Si]([N:16]([Si](C)(C)C)[C:17]1[CH:18]=[C:19]([Mg]Cl)[CH:20]=[CH:21][CH:22]=1)(C)C.[Cl-].[NH4+].S([O-])([O-])(=O)=O.[Mg+2].S(Cl)(Cl)=O.O1CCC[CH2:42]1>CO>[NH2:16][C:17]1[CH:22]=[C:21]([C:4]2([O:5][CH3:42])[C:3]3[CH2:7][CH2:8][CH2:9][CH2:10][C:2]=3[C:1](=[O:11])[O:6]2)[CH:20]=[CH:19][CH:18]=1 |f:2.3,4.5|. Procedure: To a solution of 3,4,5,6-tetrahydrophthalic acid anhydride (3.04 g) in tetrahydrofuran (40.0 mL) was added a solution of 3-(bis(trimethylsilyl)amino)phenylmagnesium chloride in tetrahydrofuran (1M, 20.0 mL) at −78° C. The mixture was stirred for 1.5 hours. A saturated aqueous ammonium chloride solution was added to the reaction mixture, which was stirred at room temperature for 30 minutes. Anhydrous magnesium sulfate was added to the reaction mixture, which was filtrated. The filtrate was concen... Reactants: ( m ), CO (MeOH), ( w ), CC(=O)CC(=O)CC(=O)O (Triacetate), C[O-].[Na+] (sodium methoxide), CO (methanol), N (NH3), ( s ), C(Cl)(Cl)Cl (CHCl3), ( s ). Conditions: time 2 hour. Product: O1C=C[C@H](O)[C@@H](O)[C@@H]1CO (L-glucal). The yield is 97.0%. RXN SMILES: C[C:2]([CH2:4][C:5](CC(O)=O)=[O:6])=[O:3].[CH3:11][O-:12].[Na+].[CH:14](Cl)(Cl)Cl.N.[CH3:19][OH:20]>>[O:12]1[C@@H:4]([CH2:5][OH:6])[C@H:2]([OH:3])[C@@H:19]([OH:20])[CH:14]=[CH:11]1 |f:1.2|. Procedure details: Triacetate (+)-IV-13 (2.61 g, 9.6 mmol) in methanol (65 mL) was added sodium methoxide (200 μL, 5.4 M in methanol) and the reaction mixture stirred 2 h, concentrated in vacuo and purified directly via flash chromatography (10% methanol/dichloromethane) to give (−)-IV-14 (1.36 g, 97% yield) as a clear oil: [α]D25 −30.7° (c 1.33, MeOH); IR (CHCl3) 3750-3200 (br s), 3010 (m), 1730 (w), 1220 (s), 1045 (s) cm−1; 1H NMR (500 MHz, CD3OD) δ 6.33 (dd, J=6.0, 1.7 Hz, 1H), 4.66 (dd, J=6.1, 2.4 Hz, 1H), 4.1... Reactants: C(C)(=O)NC1=C(NC2=C(C=CC=C12)Cl)C(=O)N(C)OC (3-Acetylamino-7-chloro-2-[(N-methoxy-N-methylamino)carbonyl]indole), C1(=CC=CC=C1)[Li] (phenyl lithium). Solvent: C(C)OCC.O1CCCC1 (diethyl ether tetrahydrofuran). Reaction conditions: temperature 0 celsius, time 1 hour. Product: C(C)(=O)NC1=C(NC2=C(C=CC=C12)Cl)C(C1=CC=CC=C1)=O (3-Acetylamino-2-benzoyl-7-chloroindole). Isolated yield 26.0%. As a reaction SMILES: [C:1]([NH:4][C:5]1[C:13]2[C:8](=[C:9]([Cl:14])[CH:10]=[CH:11][CH:12]=2)[NH:7][C:6]=1[C:15](N(OC)C)=[O:16])(=[O:3])[CH3:2].[C:21]1([Li])[CH:26]=[CH:25][CH:24]=[CH:23][CH:22]=1>C(OCC)C.O1CCCC1>[C:1]([NH:4][C:5]1[C:13]2[C:8](=[C:9]([Cl:14])[CH:10]=[CH:11][CH:12]=2)[NH:7][C:6]=1[C:15](=[O:16])[C:21]1[CH:26]=[CH:25][CH:24]=[CH:23][CH:22]=1)(=[O:3])[CH3:2] |f:2.3|. Procedure details: To a solution of 3-acetylamino-7-chloro-2-[(N-methoxy-N-methylamino)carbonyl]indole (step 4, 321 mg, 1.08 mmol) in diethyl ether-tetrahydrofuran (1:1, 10 ml) was added phenyl lithium (1M solution in cyclohexane, 5.4 ml, 5.42 mmol) at −78° C. After stirring for 1 h, the mixture was allowed to warm to 0° C. and stirred for an additional 2 h. The mixture was quenched with saturated aqueous ammonium chloride (20 ml) and extracted with ether (150 ml). The organic layer was washed with water (50 ml) a...